From a dataset of the Open Reaction Database (ORD), a public repository of structured organic reaction records. describe an organic reaction: reactants, conditions, products, and yield Reactants: BrC1=CC=C(C=C1)O (4-bromophenol), CC(C)([O-])C.[K+] (potassium t-butoxide), BrCCOC1OC=CC=C1 (2-bromoethoxy-2H-pyran). Run in CS(=O)C (DMSO), CS(=O)C (DMSO), [Cl-].[Na+].O (brine). Run at time 20 minute. Yields the product BrC1=CC=C(OCCOC2OCCCC2)C=C1 (tetrahydro-2-(2-(4-bromophenoxy)ethoxy)-2H-pyran). The yield is 84.4%. Reaction SMILES: [Br:1][C:2]1[CH:7]=[CH:6][C:5]([OH:8])=[CH:4][CH:3]=1.CC(C)([O-])C.[K+].Br[CH2:16][CH2:17][O:18][CH:19]1[CH:24]=[CH:23][CH:22]=[CH:21][O:20]1>CS(C)=O.[Cl-].[Na+].O>[Br:1][C:2]1[CH:7]=[CH:6][C:5]([O:8][CH2:16][CH2:17][O:18][CH:19]2[CH2:24][CH2:23][CH2:22][CH2:21][O:20]2)=[CH:4][CH:3]=1 |f:1.2,5.6.7|. Reported procedure: To a solution of 4-bromophenol (1.71 g, 9.91 mmol) in DMSO (40 mL) was added potassium t-butoxide (1.17 g, 10.4 mmol) and the mixture was stirred for 20 mins. Tetrahydro-2-(2-bromoethoxy-2H-pyran (2.18 g, 10.4 mmol) in DMSO (10 mL) was added dropwise and the reaction was stirred for 1 hr. It was then diluted with brine (100 mL) and extracted with ethylacetate (3×100 mL). The organics were combined, dried with MgSO4 and concentrated. The resulting residue was chromatographed (silica gel, hexanes:... Reactants: O=CCCC1=NC(=NC(=C1)C1=CC(=CC=C1)C(F)(F)F)C#N (4-(3-oxo-propyl)-6-(3-trifluoromethylphenyl)-pyrimidine-2-carbonitrile), C[C@@H](COC)N (1-(s)-methyl-2-methoxyethylamine), C(C)(=O)O (acetic acid), C(C)(=O)O[BH-](OC(C)=O)OC(C)=O.[Na+] (sodium triacetoxyborohydride). The solvent is CO (methanol), C([O-])(O)=O.[Na+] (sodium bicarbonate). Conditions: time 4 hour. The product is C[C@@H](COC)NCCCC1=NC(=NC(=C1)C1=CC(=CC=C1)C(F)(F)F)C#N (4-[3-(1-(s)-methyl-2-methoxyethylamino)-propyl]-6-(3-trifluoromethylphenyl)-pyrimidine-2-carbonitrile). Reaction SMILES: O=[CH:2][CH2:3][CH2:4][C:5]1[CH:10]=[C:9]([C:11]2[CH:16]=[CH:15][CH:14]=[C:13]([C:17]([F:20])([F:19])[F:18])[CH:12]=2)[N:8]=[C:7]([C:21]#[N:22])[N:6]=1.[CH3:23][C@H:24]([NH2:28])[CH2:25][O:26][CH3:27].C(O)(=O)C.C(O[BH-](OC(=O)C)OC(=O)C)(=O)C.[Na+]>CO.C(=O)(O)[O-].[Na+]>[CH3:23][C@H:24]([NH:28][CH2:2][CH2:3][CH2:4][C:5]1[CH:10]=[C:9]([C:11]2[CH:16]=[CH:15][CH:14]=[C:13]([C:17]([F:20])([F:19])[F:18])[CH:12]=2)[N:8]=[C:7]([C:21]#[N:22])[N:6]=1)[CH2:25][O:26][CH3:27] |f:3.4,6.7|. Procedure: To a solution of 4-(3-oxo-propyl)-6-(3-trifluoromethylphenyl)-pyrimidine-2-carbonitrile (610 mg) in methanol (8 ml) was added 1-(s)-methyl-2-methoxyethylamine (0.85 mL), acetic acid (0.5 mL), and followed by sodium triacetoxyborohydride (0.82 g). The mixture was stirred at room temperature for 4 hours, then diluted with sodium bicarbonate aqueous solution (5%, 50 ml). The mixture was extracted with ethyl acetate (50 ml plus 3×20 ml). Combined organic layer was dried over sodium sulphate, filtere...